This data is from the Open Reaction Database (ORD), a public repository of structured organic reaction records. The task is: describe an organic reaction: reactants, conditions, products, and yield Starting materials: CCCC[N+](CCCC)(CCCC)CCCC.[F-] (TBAF), C(C)(C)C=1C(=CN2N=CN=C(C21)SC)OCC(C)O (1-(5-Isopropyl-4-methylsulfanylpyrrolo[2,1-f][1,2,4]triazin-6-yloxy)-propan-2-ol), C(C)(C)[Si](N1C=CC=2C1=NC=C(C2)N)(C(C)C)C(C)C (1-triisopropylsilanyl-1H-pyrrolo[2,3-b]pyridin-5-ylamine), ClC1=CC(=CC=C1)C(=O)OO (m-chloroperbenzoic acid). Run in C1CCOC1 (THF), C(Cl)(Cl)Cl (chloroform). Conditions: temperature 120 celsius, time 5 minute. Yields the product C(C)(C)C=1C(=CN2N=CN=C(C21)NC=2C=C1C(=NC2)NC=C1)OCC(C)O (1-[5-Isopropyl-4-(1H-pyrrolo[2,3-b]pyridin-5-ylamino)-pyrrolo[2,1-f][1,2,4]triazin-6-yloxy]-propan-2-ol). Yield: 0.9%. As a reaction SMILES: [CH:1]([C:4]1[C:5]([O:15][CH2:16][CH:17]([OH:19])[CH3:18])=[CH:6][N:7]2[C:12]=1[C:11](SC)=[N:10][CH:9]=[N:8]2)([CH3:3])[CH3:2].C([Si](C(C)C)(C(C)C)[N:24]1[C:28]2=[N:29][CH:30]=[C:31]([NH2:33])[CH:32]=[C:27]2[CH:26]=[CH:25]1)(C)C.ClC1C=CC=C(C(OO)=O)C=1.CCCC[N+](CCCC)(CCCC)CCCC.[F-]>C(Cl)(Cl)Cl.C1COCC1>[CH:1]([C:4]1[C:5]([O:15][CH2:16][CH:17]([OH:19])[CH3:18])=[CH:6][N:7]2[C:12]=1[C:11]([NH:33][C:31]1[CH:32]=[C:27]3[CH:26]=[CH:25][NH:24][C:28]3=[N:29][CH:30]=1)=[N:10][CH:9]=[N:8]2)([CH3:3])[CH3:2] |f:3.4|. Procedure details: 1-(5-Isopropyl-4-methylsulfanylpyrrolo[2,1-f][1,2,4]triazin-6-yloxy)-propan-2-ol (262 mg, 0.93 mmol, obtained from Example 25 using procedure in Step B of Example 7) and 1-triisopropylsilanyl-1H-pyrrolo[2,3-b]pyridin-5-ylamine (290 mg, 0.93 mmol) were dissolved in chloroform and m-chloroperbenzoic acid (60%, 535 mg, 1.86 mmol) was added. The mixture was heated at 120° C. for 10 min in a Personal Chemistry Smith Enrys Optimizer™ microwave oven. The solution was evaporated in vacuo and the residue... Reactants: C(C)(C)(C)OC(=O)N1CCC(CC1)OC1=CC(=C(C=C1)C1=NNC(CC1)=O)F (4-[3-fluoro-4-(6-oxo-1,4,5,6-tetrahydro-pyridazin-3-yl)-phenoxy]-piperidine-1-carboxylic acid tert-butyl ester), C([O-])([O-])=O.[Cs+].[Cs+] (cesium carbonate). The solvent is CS(=O)C (dimethylsulfoxide). Yields the product C(C)(C)(C)OC(=O)N1CCC(CC1)OC1=CC(=C(C=C1)C1=NNC(C=C1)=O)F (4-[3-Fluoro-4-(6-oxo-1,6-dihydro-pyridazin-3-yl)-phenoxy]-piperidine-1-carboxylic acid tert-butyl ester). RXN SMILES: [C:1]([O:5][C:6]([N:8]1[CH2:13][CH2:12][CH:11]([O:14][C:15]2[CH:20]=[CH:19][C:18]([C:21]3[CH2:26][CH2:25][C:24](=[O:27])[NH:23][N:22]=3)=[C:17]([F:28])[CH:16]=2)[CH2:10][CH2:9]1)=[O:7])([CH3:4])([CH3:3])[CH3:2].C(=O)([O-])[O-].[Cs+].[Cs+]>CS(C)=O>[C:1]([O:5][C:6]([N:8]1[CH2:13][CH2:12][CH:11]([O:14][C:15]2[CH:20]=[CH:19][C:18]([C:21]3[CH:26]=[CH:25][C:24](=[O:27])[NH:23][N:22]=3)=[C:17]([F:28])[CH:16]=2)[CH2:10][CH2:9]1)=[O:7])([CH3:4])([CH3:2])[CH3:3] |f:1.2.3|. Procedure details: In a 10 mL round bottom flask, 4-[3-fluoro-4-(6-oxo-1,4,5,6-tetrahydro-pyridazin-3-yl)-phenoxy]-piperidine-1-carboxylic acid tert-butyl ester (525 mg, 1.34 mmol), and cesium carbonate (874 mg, 2.68 mmol), in dimethylsulfoxide (5 mL) was heated to 135° C. 3 h. The reaction was cooled and the slurry was partitioned between methylene chloride and water extracted three times, and then dried over MgSO4. Purification with silica gel chromatography eluting with methylene chloride/methanol (95:5) produc...